Dataset: the Open Reaction Database (ORD), a public repository of structured organic reaction records. Task: describe an organic reaction: reactants, conditions, products, and yield The reactants are CNC(=O)c1cc2cc(OCc3ccccc3)ccc2n1C, CNC(=O)c1cc2ccccc2n1C. Yields the product CNCc1cc2cc(OCc3ccccc3)ccc2n1C. Reaction SMILES: [CH2:1]([c:2]1[cH:3][cH:4][cH:5][cH:6][cH:7]1)[O:8][c:9]1[cH:10][c:11]2[cH:12][c:13]([C:19](=[O:20])[NH:21][CH3:22])[n:14]([CH3:18])[c:15]2[cH:16][cH:17]1.[CH3:23][NH:24][C:25]([c:26]1[n:27]([CH3:28])[c:29]2[c:30]([cH:31]1)[cH:32][cH:33][cH:34][cH:35]2)=[O:36]>>[CH2:1]([c:2]1[cH:3][cH:4][cH:5][cH:6][cH:7]1)[O:8][c:9]1[cH:10][c:11]2[cH:12][c:13]([CH2:19][NH:21][CH3:22])[n:14]([CH3:18])[c:15]2[cH:16][cH:17]1. The reactants are CC(C)(C)OC(=O)NC(CS(=O)(=O)Cc1cnccn1)C(=O)O, CO, Cc1ccccc1. Yields the product COC(=O)C(CS(=O)(=O)Cc1cnccn1)NC(=O)OC(C)(C)C. Reaction SMILES: [C:1]([CH3:2])([CH3:3])([CH3:4])[O:5][C:6](=[O:7])[NH:8][CH:9]([C:10](=[O:11])[OH:12])[CH2:13][S:14](=[O:15])(=[O:16])[CH2:17][c:18]1[n:19][cH:20][cH:21][n:22][cH:23]1.[CH3:24][OH:25].[CH3:26][c:27]1[cH:28][cH:29][cH:30][cH:31][cH:32]1>>[C:1]([CH3:2])([CH3:3])([CH3:4])[O:5][C:6](=[O:7])[NH:8][CH:9]([C:10](=[O:11])[O:12][CH3:24])[CH2:13][S:14](=[O:15])(=[O:16])[CH2:17][c:18]1[n:19][cH:20][cH:21][n:22][cH:23]1. Reactants: O=C([O-])[O-], CI, CN(C)C=O, [K+], [K+], O=C(C1CC1)N1CCC(Cc2n[nH]c(=O)n2-c2ccc(-c3ccc4occc4c3)cc2)C1. Product: Cn1nc(CC2CCN(C(=O)C3CC3)C2)n(-c2ccc(-c3ccc4occc4c3)cc2)c1=O. RXN SMILES: [C:33](=[O:34])([O-:35])[O-:36].[CH3:39][I:40].[CH3:41][N:42]([CH3:43])[CH:44]=[O:45].[K+:37].[K+:38].[o:1]1[cH:2][cH:3][c:4]2[c:5]1[cH:6][cH:7][c:8](-[c:10]1[cH:11][cH:12][c:13](-[n:16]3[c:17](=[O:32])[nH:18][n:19][c:20]3[CH2:21][CH:22]3[CH2:23][N:24]([C:27](=[O:28])[CH:29]4[CH2:30][CH2:31]4)[CH2:25][CH2:26]3)[cH:14][cH:15]1)[cH:9]2>>[o:1]1[cH:2][cH:3][c:4]2[c:5]1[cH:6][cH:7][c:8](-[c:10]1[cH:11][cH:12][c:13](-[n:16]3[c:17](=[O:32])[n:18]([CH3:33])[n:19][c:20]3[CH2:21][CH:22]3[CH2:23][N:24]([C:27](=[O:28])[CH:29]4[CH2:30][CH2:31]4)[CH2:25][CH2:26]3)[cH:14][cH:15]1)[cH:9]2. Reactants: [C@H]1([C@H](O)[C@@H](O)[C@@H](O)[C@H](O1)CO)OC[C@@H](COCCCCCCCCCCCCCC)OCCCCCCCCCCCCCC (3-O-(α-D-Galactopyranosyl)-1,2-di-O-tetradecyl-Sn-glycerol), C(C1=CC=CC=C1)(C1=CC=CC=C1)(C1=CC=CC=C1)Cl (Trityl chloride). Run in N1=CC=CC=C1 (pyridine). Run at temperature 60 celsius, time 7 hour. Yields the product C(C1=CC=CC=C1)(C1=CC=CC=C1)(C1=CC=CC=C1)OC[C@@H]1[C@@H]([C@@H]([C@H]([C@H](O1)OC[C@@H](COCCCCCCCCCCCCCC)OCCCCCCCCCCCCCC)O)O)O (3-O-(6-O-trityl-α-D-galactopyranosyl)-1,2-di-O-tetradecyl-Sn-glycerol). Yield: 85.2%. RXN SMILES: [C@H:1]1([O:12][CH2:13][C@H:14]([O:31][CH2:32][CH2:33][CH2:34][CH2:35][CH2:36][CH2:37][CH2:38][CH2:39][CH2:40][CH2:41][CH2:42][CH2:43][CH2:44][CH3:45])[CH2:15][O:16][CH2:17][CH2:18][CH2:19][CH2:20][CH2:21][CH2:22][CH2:23][CH2:24][CH2:25][CH2:26][CH2:27][CH2:28][CH2:29][CH3:30])[O:9][C@H:8]([CH2:10][OH:11])[C@H:6]([OH:7])[C@H:4]([OH:5])[C@H:2]1[OH:3].[C:46](Cl)([C:59]1[CH:64]=[CH:63][CH:62]=[CH:61][CH:60]=1)([C:53]1[CH:58]=[CH:57][CH:56]=[CH:55][CH:54]=1)[C:47]1[CH:52]=[CH:51][CH:50]=[CH:49][CH:48]=1>N1C=CC=CC=1>[C:46]([O:11][CH2:10][C@H:8]1[O:9][C@H:1]([O:12][CH2:13][C@H:14]([O:31][CH2:32][CH2:33][CH2:34][CH2:35][CH2:36][CH2:37][CH2:38][CH2:39][CH2:40][CH2:41][CH2:42][CH2:43][CH2:44][CH3:45])[CH2:15][O:16][CH2:17][CH2:18][CH2:19][CH2:20][CH2:21][CH2:22][CH2:23][CH2:24][CH2:25][CH2:26][CH2:27][CH2:28][CH2:29][CH3:30])[C@H:2]([OH:3])[C@@H:4]([OH:5])[C@H:6]1[OH:7])([C:47]1[CH:52]=[CH:51][CH:50]=[CH:49][CH:48]=1)([C:59]1[CH:60]=[CH:61][CH:62]=[CH:63][CH:64]=1)[C:53]1[CH:54]=[CH:55][CH:56]=[CH:57][CH:58]=1. Reported procedure: 3-O-(α-D-Galactopyranosyl)-1,2-di-O-tetradecyl-Sn-glycerol (3) (647 mg) was dissolved in pyridine (5 ml). Trityl chloride (558 mg) was added to the solution. The mixture was stirred at 60° C. for 7 hours and concentrated in vacuo. The residue was subjected to column chromatography (SiO2, C-300, 50 g) and eluted with 5% methanol-containing chloroform to obtain 3-O-(6-O-trityl-α-D-galactopyranosyl)-1,2-di-O-tetradecyl-Sn-glycerol (4) (758 mg, 85.2%).